From a dataset of the Open Reaction Database (ORD), a public repository of structured organic reaction records. describe an organic reaction: reactants, conditions, products, and yield Run at time 24 hour. RXN SMILES: Cl.[CH3:2][NH:3][CH2:4][CH2:5][CH2:6][C:7]([OH:9])=[O:8].S(Cl)([Cl:12])=O.[CH3:14]O>>[ClH:12].[CH3:2][NH:3][CH2:4][CH2:5][CH2:6][C:7]([O:9][CH3:14])=[O:8] |f:0.1,4.5|. The yield is 88.0%. The reactants are Cl.CNCCCC(=O)O (4-(Methylamino)butanoic acid hydrochloride), CO (methanol), S(=O)(Cl)Cl (thionyl chloride). Reported procedure: 4-(Methylamino)butanoic acid hydrochloride (22.1 g, 144 mmol) was dissolved in methanol (560 mL), thionyl chloride (42 mL) was added under ice cooling, and then the mixture was stirred at room temperature for 24 hours. After the reaction was completed, the solvent was evaporated under reduced pressure, and the resulting white solid was washed with a mixed solvent of dichloromethane (30 mL) and hexane (300 mL) to give the title compound (21.2 g; yield, 88%) as a white solid. The product is Cl.CNCCCC(=O)OC (Methyl 4-(methylamino)butanoate hydrochloride). Starting materials: CCNC(=O)CCCC=CCC1C(O)CC(O)C1C=CC(O)CCc1ccccc1, CN(C)c1ccncc1, [Cl-], O=C(Cl)OCCCCCl, ClCCl. The product is CCNC(=O)CCCC=CCC1C(O)CC(OC(=O)OCCCCCl)C1C=CC(O)CCc1ccccc1. Reaction SMILES: [CH3:1][CH2:2][NH:3][C:4](=[O:5])[CH2:6][CH2:7][CH2:8][CH:9]=[CH:10][CH2:11][CH:12]1[CH:13]([OH:14])[CH2:15][CH:16]([OH:17])[CH:18]1[CH:19]=[CH:20][CH:21]([OH:22])[CH2:23][CH2:24][c:25]1[cH:26][cH:27][cH:28][cH:29][cH:30]1.[CH3:44][N:45]([c:46]1[cH:47][cH:48][n:49][cH:50][cH:51]1)[CH3:52].[Cl-:40].[Cl:31][C:32](=[O:33])[O:34][CH2:35][CH2:36][CH2:37][CH2:38][Cl:39].[Cl:41][CH2:42][Cl:43]>>[CH3:1][CH2:2][NH:3][C:4](=[O:5])[CH2:6][CH2:7][CH2:8][CH:9]=[CH:10][CH2:11][CH:12]1[CH:13]([OH:14])[CH2:15][CH:16]([O:17][C:32](=[O:33])[O:34][CH2:35][CH2:36][CH2:37][CH2:38][Cl:39])[CH:18]1[CH:19]=[CH:20][CH:21]([OH:22])[CH2:23][CH2:24][c:25]1[cH:26][cH:27][cH:28][cH:29][cH:30]1. Procedure: 0.55 ml of ethyl chloroformate is addled dropwise to a solution of 2.0 g of benzyl [[(S)-1-amidino-3-piperidinyl]methyl]carbamate hydrochloride in 200 ml of methylene chloride. The reaction mixture is cooled to 0°. 113 ml of 0.1N sodium hydroxide solution are added dropwise while stirring. Subsequently, the mixture is stirred in an ice bath. The phases are separated. The organic phase is washed with water, dried and evaporated. There are obtained 1.5 g of benzyl (S)-1-(ethoxycarbonylamino-imino-... The solvent is C(Cl)Cl (methylene chloride). Product: C(C)OC(=O)NC(N1C[C@@H](CCC1)CNC(OCC1=CC=CC=C1)=O)=N (benzyl (S)-1-(ethoxycarbonylamino-imino-methyl)-piperidin-3-ylmethylcarbamate). Reactants: ClC(=O)OCC (ethyl chloroformate), Cl.C(N)(=N)N1C[C@@H](CCC1)CNC(OCC1=CC=CC=C1)=O (benzyl [[(S)-1-amidino-3-piperidinyl]methyl]carbamate hydrochloride), [OH-].[Na+] (sodium hydroxide). As a reaction SMILES: Cl[C:2]([O:4][CH2:5][CH3:6])=[O:3].Cl.[C:8]([N:11]1[CH2:16][CH2:15][CH2:14][C@@H:13]([CH2:17][NH:18][C:19](=[O:28])[O:20][CH2:21][C:22]2[CH:27]=[CH:26][CH:25]=[CH:24][CH:23]=2)[CH2:12]1)(=[NH:10])[NH2:9].[OH-].[Na+]>C(Cl)Cl>[CH2:5]([O:4][C:2]([NH:10][C:8](=[NH:9])[N:11]1[CH2:16][CH2:15][CH2:14][C@@H:13]([CH2:17][NH:18][C:19](=[O:28])[O:20][CH2:21][C:22]2[CH:27]=[CH:26][CH:25]=[CH:24][CH:23]=2)[CH2:12]1)=[O:3])[CH3:6] |f:1.2,3.4|.